This data is from the Open Reaction Database (ORD), a public repository of structured organic reaction records. The task is: describe an organic reaction: reactants, conditions, products, and yield Starting materials: FC(C1=NN(C=2C(CCC(C12)(F)F)(F)F)CC(=O)N[C@@H](CC1=CC(=CC(=C1)F)F)C1=NC=C(C=C1C=1C=CC(=C(C(=O)N)C1)F)N1C(C2=CC=CC=C2C1=O)=O)F ((S)-5-(2-(1-(2-(3-(difluoromethyl)-4,4,7,7-tetrafluoro-4,5,6,7-tetrahydro-1H-indazol-1-yl)acetamido)-2-(3,5-difluorophenyl)ethyl)-5-(1,3-dioxoisoindolin-2-yl)pyridin-3-yl)-2-fluorobenzamide), FC1([C@H]2[C@@H](C3=C1N(N=C3C(F)(F)F)CC(=O)N[C@@H](CC3=CC(=CC(=C3)F)F)C3=NC=C(C=C3C=3C=CC(=C(C(=O)N)C3)F)N3C(C1=CC=CC=C1C3=O)=O)C2)F (5-(2-((S)-1-(2-((3bS,4aR)-5,5-difluoro-3-(trifluoromethyl)-3b,4,4a,5-tetrahydro-1H-cyclopropa[3,4]cyclopenta[1,2-c]pyrazol-1-yl)acetamido)-2-(3,5-difluorophenyl)ethyl)-5-(1,3-dioxoisoindolin-2-yl)pyridin-3-yl)-2-fluorobenzamide). The product is NC=1C=C(C(=NC1)[C@H](CC1=CC(=CC(=C1)F)F)NC(CN1N=C(C=2C(CCC(C12)(F)F)(F)F)C(F)F)=O)C=1C=CC(=C(C(=O)N)C1)F ((S)-5-(5-amino-2-(1-(2-(3-(difluoromethyl)-4,4,7,7-tetrafluoro-4,5,6,7-tetrahydro-1H-indazol-1-yl)acetamido)-2-(3,5-difluorophenyl)ethyl)pyridin-3-yl)-2-fluorobenzamide). Reaction SMILES: [F:1][CH:2]([F:57])[C:3]1[C:11]2[C:10]([F:13])([F:12])[CH2:9][CH2:8][C:7]([F:15])([F:14])[C:6]=2[N:5]([CH2:16][C:17]([NH:19][C@H:20]([C:30]2[C:35]([C:36]3[CH:37]=[CH:38][C:39]([F:45])=[C:40]([CH:44]=3)[C:41]([NH2:43])=[O:42])=[CH:34][C:33]([N:46]3C(=O)C4C(=CC=CC=4)C3=O)=[CH:32][N:31]=2)[CH2:21][C:22]2[CH:27]=[C:26]([F:28])[CH:25]=[C:24]([F:29])[CH:23]=2)=[O:18])[N:4]=1.FC1(F)C2N(CC(N[C@H](C3C(C4C=CC(F)=C(C=4)C(N)=O)=CC(N4C(=O)C5C(=CC=CC=5)C4=O)=CN=3)CC3C=C(F)C=C(F)C=3)=O)N=C(C(F)(F)F)C=2[C@H]2C[C@@H]12>>[NH2:46][C:33]1[CH:34]=[C:35]([C:36]2[CH:37]=[CH:38][C:39]([F:45])=[C:40]([CH:44]=2)[C:41]([NH2:43])=[O:42])[C:30]([C@@H:20]([NH:19][C:17](=[O:18])[CH2:16][N:5]2[C:6]3[C:7]([F:14])([F:15])[CH2:8][CH2:9][C:10]([F:12])([F:13])[C:11]=3[C:3]([CH:2]([F:1])[F:57])=[N:4]2)[CH2:21][C:22]2[CH:23]=[C:24]([F:29])[CH:25]=[C:26]([F:28])[CH:27]=2)=[N:31][CH:32]=1. Reported procedure: Compound 33 was prepared according to the method presented in the synthesis of Example 31 substituting compound 32 for compound 30K. 1H NMR (400 MHz, CD3OD) δ 8.08 (d, 1H), 7.39 (m, 2H), 7.28-7.17 (m, 1H), 7.14 (d, 1H), 7.00-6.60 (m, 2H), 6.37 (m, 2H), 5.19-5.01 (m, 3H), 3.12 (m, 1H), 2.99 (m, 1H), 2.66-2.34 (m, 4H). MS (m/z) 671.01 [M+H]+. Starting materials: C1(=CC=CC=C1)C1=NOC(=C1)CCC=O (3-(3-phenylisoxazol-5-yl)propanal), FC(C1=C(CN2CCNCC2)C=CC=C1)(F)F (1-[2-(trifluoromethyl)benyl]piperazine), C(Cl)Cl (methylene chloride), [BH-](OC(=O)C)(OC(=O)C)OC(=O)C.[Na+] (NaBH(OAc)3). Product: ClC1=CC=C(C=C1)C1=NOC(=C1)CCCN1CCN(CC1)CC1=C(C=CC=C1)C(F)(F)F (3-(4-Chlorophenyl)-5-[3-(4-{[2-(trifluoromethyl)phenyl]methyl}piperazinyl)propyl]isoxazole). The yield is 94.4%. As a reaction SMILES: [C:1]1([C:7]2[CH:11]=[C:10]([CH2:12][CH2:13][CH:14]=O)[O:9][N:8]=2)[CH:6]=[CH:5][CH:4]=[CH:3][CH:2]=1.[F:16][C:17]([F:32])([F:31])[C:18]1[CH:30]=[CH:29][CH:28]=[CH:27][C:19]=1[CH2:20][N:21]1[CH2:26][CH2:25][NH:24][CH2:23][CH2:22]1.[BH-](OC(C)=O)(OC(C)=O)OC(C)=O.[Na+].C(Cl)[Cl:48]>>[Cl:48][C:4]1[CH:5]=[CH:6][C:1]([C:7]2[CH:11]=[C:10]([CH2:12][CH2:13][CH2:14][N:24]3[CH2:23][CH2:22][N:21]([CH2:20][C:19]4[CH:27]=[CH:28][CH:29]=[CH:30][C:18]=4[C:17]([F:16])([F:31])[F:32])[CH2:26][CH2:25]3)[O:9][N:8]=2)=[CH:2][CH:3]=1 |f:2.3|. Procedure details: About 2 min after dissolving 3-(3-phenylisoxazol-5-yl)propanal (10 mg, 0.05 mmol) and 1-[2-(trifluoromethyl)benyl]piperazine (10.4, 0.04 mmol) in 2 mL of dry methylene chloride, were added NaBH(OAc)3 (26.7 mg, 0.13 mmol) and molecular sieves (5 beads). The reaction mixture was reacted for 18.5 hr and followed the same processes as in Example 1 to obtain 18.4 mg (94.4%) of the target compound. Starting materials: NC1C(NC2=C(OC13CCOCC3)C(=C(C=C2)F)F)=O (3-amino-8,9-difluoro-2′,3′,5′,6′-tetrahydro-3H-spiro[benzo[b][1,4]oxazepine-2,4′-pyran]-4(5H)-one), FC1=C(C=CC=C1F)[N+](=O)[O-] (2,3-difluoronitrobenzene). Conditions: time 8 hour. Yields the product NC1C(NC2=C(OC13CCOCC3)C(=CC=C2)F)=O (3-Amino-9-fluoro-2′,3′,5′,6′-tetrahydro-3H-spiro[benzo[b][1,4]oxazepine-2,4′-pyran]-4(5H)-one). Reaction SMILES: [NH2:1][CH:2]1[C:8]2([CH2:13][CH2:12][O:11][CH2:10][CH2:9]2)[O:7][C:6]2[C:14]([F:19])=[C:15](F)[CH:16]=[CH:17][C:5]=2[NH:4][C:3]1=[O:20].FC1C(F)=CC=CC=1[N+]([O-])=O>>[NH2:1][CH:2]1[C:8]2([CH2:9][CH2:10][O:11][CH2:12][CH2:13]2)[O:7][C:6]2[C:14]([F:19])=[CH:15][CH:16]=[CH:17][C:5]=2[NH:4][C:3]1=[O:20]. Procedure: In a similar manner to that described for the preparation of 3-amino-8,9-difluoro-2′,3′,5′,6′-tetrahydro-3H-spiro[benzo[b][1,4]oxazepine-2,4′-pyran]-4(5H)-one except in step 4 the mixture was hydrogenated overnight, 2,3-difluoronitrobenzene (4.48 g, 2.98 mL, 28.1 mmol) was converted to the title compound as a beige solid (480 mg) which was used without purification. MS m/z 266.9 (MH+) Starting materials: O=S(=O)(Cl)c1ccc(Br)s1, CC(C)(C)OC(=O)C=Cc1cc[nH]c1, C1CCOC1, [H-], [Na+], O. Yields the product CC(C)(C)OC(=O)C=Cc1ccn(S(=O)(=O)c2ccc(Br)s2)c1. Reaction SMILES: [Br:22][c:23]1[cH:24][cH:25][c:26]([S:28](=[O:29])(=[O:30])[Cl:31])[s:27]1.[C:8]([CH3:9])([CH3:10])([CH3:11])[O:12][C:13]([CH:14]=[CH:15][c:16]1[cH:17][nH:18][cH:19][cH:20]1)=[O:21].[CH2:3]1[O:4][CH2:5][CH2:6][CH2:7]1.[H-:2].[Na+:1].[OH2:32]>>[C:8]([CH3:9])([CH3:10])([CH3:11])[O:12][C:13]([CH:14]=[CH:15][c:16]1[cH:17][n:18]([S:28]([c:26]2[cH:25][cH:24][c:23]([Br:22])[s:27]2)(=[O:29])=[O:30])[cH:19][cH:20]1)=[O:21]. Reactants: OC1=C(C(C=CC2=CC=C(C=C2)OC2OCCCC2)=O)C=CC(=C1)OC1OCCCC1 (2'-hydroxy-4,4'-bis(tetrahydropyranyloxy)chalcone), C1(=CC=C(C=C1)S(=O)(=O)O)C (p-toluenesulfonic acid), CO (methanol). Run in O (water). Reaction conditions: time 2 hour. The product is OC1=CC=C(C=C1)C=CC(=O)C1=C(C=C(C=C1)O)O (4,2',4'-trihydroxychalcone). Isolated yield 0.1%. As a reaction SMILES: [OH:1][C:2]1[CH:24]=[C:23]([O:25]C2CCCCO2)[CH:22]=[CH:21][C:3]=1[C:4](=[O:20])[CH:5]=[CH:6][C:7]1[CH:12]=[CH:11][C:10]([O:13]C2CCCCO2)=[CH:9][CH:8]=1.C1(C)C=CC(S(O)(=O)=O)=CC=1.CO>O>[OH:13][C:10]1[CH:11]=[CH:12][C:7]([CH:6]=[CH:5][C:4]([C:3]2[CH:21]=[CH:22][C:23]([OH:25])=[CH:24][C:2]=2[OH:1])=[O:20])=[CH:8][CH:9]=1. Reported procedure: A mixture of 4,000 g of crude 2'-hydroxy-4,4'-bis(tetrahydropyranyloxy)chalcone (purity: 79.4%), 64 mg of p-toluenesulfonic acid and 12 ml of methanol was agitated at room temperature for 2 hours. The mixture was poured into 120 ml of water, and crystals which formed were filtered and washed with 250 ml of water. The crystals obtained were dried to obtain 1.836 g of 4,2',4'-trihydroxychalcone having purity of 79.4% and yield of 77.4%. Reactants: ClC1=C(C=CC(=C1)OC1=CC(=CC(=C1)F)F)O (2-chloro-4-(3,5-difluorophenoxy)phenol), ClC1=CC=C(CO)C=C1 (p-chlorobenzyl alcohol), C1(=CC=CC=C1)P(C1=CC=CC=C1)C1=CC=CC=C1 (triphenylphosphine). Solvent: O1CCCC1 (tetrahydrofuran). Conditions: time 48 hour. Yields the product ClC1=CC=C(C=C1)COC1=C(C=C(C=C1)OC1=CC(=CC(=C1)F)F)Cl (4-chloro-1-[2-chloro-4-(3,5-difluorophenoxy)phenoxy]methylbenzene). Isolated yield 61.7%. Reaction SMILES: [Cl:1][C:2]1[CH:7]=[C:6]([O:8][C:9]2[CH:14]=[C:13]([F:15])[CH:12]=[C:11]([F:16])[CH:10]=2)[CH:5]=[CH:4][C:3]=1[OH:17].[Cl:18][C:19]1[CH:26]=[CH:25][C:22]([CH2:23]O)=[CH:21][CH:20]=1.C1(P(C2C=CC=CC=2)C2C=CC=CC=2)C=CC=CC=1>O1CCCC1>[Cl:18][C:19]1[CH:26]=[CH:25][C:22]([CH2:23][O:17][C:3]2[CH:4]=[CH:5][C:6]([O:8][C:9]3[CH:14]=[C:13]([F:15])[CH:12]=[C:11]([F:16])[CH:10]=3)=[CH:7][C:2]=2[Cl:1])=[CH:21][CH:20]=1. Procedure details: A mixture of 0.95 g of 2-chloro-4-(3,5-difluorophenoxy)phenol, 0.54 g of p-chlorobenzyl alcohol, 1.01 g of triphenylphosphine, 0.65 g of diethylazadicarboxylate and 90 ml of tetrahydrofuran was stirred at room temperature. After 48 hours, the reaction mixture was concentrated, and 50 ml of diethyl ether was added thereto. The precipitate were removed by filtration, and the filtrate was concentrated. The residue was subjected to silica gel chromatography to give 0.87 g of 4-chloro-1-[2-chloro-4-(...